This data is from the Open Reaction Database (ORD), a public repository of structured organic reaction records. The task is: describe an organic reaction: reactants, conditions, products, and yield The reactants are C1(CCCCCCC1)C1N=NC(CC=CCCC=CC1)C1CCCCCCC1 (3,12-dicyclooctyl-1,2-diaza-1,5,9-cyclododecatriene). Reagents/catalysts: [O-2].[Al+3].[Rh+3].[O-2].[O-2] (rhodium-aluminum oxide). The solvent is C1CCCCC1 (cyclohexane). Reaction conditions: time 6 hour. Yields the product C1(CCCCCCC1)C(CCCCCCCCC(N)C1CCCCCCC1)N (1,10-Dicyclooctyl-1,10-diaminodecane). RXN SMILES: [CH:1]1([CH:9]2[CH2:20][CH:19]=[CH:18][CH2:17][CH2:16][CH:15]=[CH:14][CH2:13][CH:12]([CH:21]3[CH2:28][CH2:27][CH2:26][CH2:25][CH2:24][CH2:23][CH2:22]3)[N:11]=[N:10]2)[CH2:8][CH2:7][CH2:6][CH2:5][CH2:4][CH2:3][CH2:2]1>C1CCCCC1.[O-2].[Al+3].[Rh+3].[O-2].[O-2]>[CH:1]1([CH:9]([NH2:10])[CH2:20][CH2:19][CH2:18][CH2:17][CH2:16][CH2:15][CH2:14][CH2:13][CH:12]([CH:21]2[CH2:28][CH2:27][CH2:26][CH2:25][CH2:24][CH2:23][CH2:22]2)[NH2:11])[CH2:8][CH2:7][CH2:6][CH2:5][CH2:4][CH2:3][CH2:2]1 |f:2.3.4.5.6|. Reported procedure: 2.5 g (6.5 mmols) of 3,12-dicyclooctyl-1,2-diaza-1,5,9-cyclododecatriene are hydrogenated, in 100 ml of cyclohexane in a stirred autoclave and with the addition of 0.6 g of rhodium-aluminum oxide (5% by weight of rhodium), first at room temperature for 90 minutes and then at 210°-220° C for 6 hours. After filtering off the catalyst and stripping off the solvent on a rotary evaporator, 2.4 g of crude 1,10-dicyclooctyl-1,10-diaminodecane are produced. Reactants: methylaluminoxane, C1C=CC2C1[C@H]3C[C@@H]2C=C3 (DCPD), C=C (ethylene), C=C (Ethylene), C=C (ethylene), C1C=CC2C1[C@H]3C[C@@H]2C=C3 (DCPD), C=C (ethylene), C=C (ethylene). Solvent: C1(=CC=CC=C1)C (toluene), C1(=CC=CC=C1)C (toluene), C1(=CC=CC=C1)C (toluene), C1(=CC=CC=C1)C (toluene). Conditions: temperature 70 celsius. Yields the product C=C.C1C=CC2C1C3CC2C=C3 (ethylene dicyclopentadiene). As a reaction SMILES: [CH2:1]1[CH:5]2[C@@H:6]3[CH:10]=[CH:9][C@H:8]([CH:4]2[CH:3]=[CH:2]1)[CH2:7]3.C=C>C1(C)C=CC=CC=1>[CH2:1]=[CH2:2].[CH2:1]1[CH:5]2[CH:6]3[CH:10]=[CH:9][CH:8]([CH:4]2[CH:3]=[CH:2]1)[CH2:7]3 |f:3.4|. Procedure details: The following polymerization procedure was utilized in all of the examples. First, varying amounts of 86 to 98 wt % DCPD in toluene were charged to a dry, 1 gallon reactor, which was then heated to 70° C. The specific amounts of DCPD used are specified in Table 1. In Examples 1-10, 200 milliliters of polymerization grade toluene were charged to the reactor; however in Examples 11-12, the 200 milliliters of toluene were not added. Then, the reactor was pressured to 150 psig with ethylene and then... The reactants are C(C=C)(=O)O (Acrylic acid), C(C(=C)CC(=O)O)(=O)O (itaconic acid), Cl (hydrochloric acid). Run in O (water). Reaction conditions: temperature 60 celsius. The product is C=CC(=O)O.C=C(CC(=O)O)C(=O)O (poly(acrylic acid-itaconic acid)). Yield: 363.3%. Reaction SMILES: [C:1]([OH:5])(=[O:4])[CH:2]=[CH2:3].[C:6]([OH:14])(=[O:13])[C:7]([CH2:9][C:10]([OH:12])=[O:11])=[CH2:8].Cl>O>[CH2:3]=[CH:2][C:1]([OH:5])=[O:4].[CH2:8]=[C:7]([C:6]([OH:14])=[O:13])[CH2:9][C:10]([OH:12])=[O:11] |f:4.5|. Procedure: Acrylic acid (25.000 g, 0.34693 mole), itaconic acid (5.0151 g, 0.038548 mole), Wako V-50 (0.1046 g, 0.3856 millimole), and 193 ml of water, which has been acidified to pH 2.0 with hydrochloric acid, are added to a 500 ml three-necked round-bottomed flask. The necks are fitted with a thermometer, a stopper, and a gas inlet/outlet adapter capable of bubbling gas through a liquid in the flask and venting it. The solution is deaerated by passage of nitrogen gas and is then placed under an atmospher... The reactants are CC(C)(C)OC(=O)N1CCCC1CNc1cnc(-c2cccnc2)nc1Oc1ccc(CO)cc1, CCN(CC)S(F)(F)F, ClCCl. The product is CC(C)(C)OC(=O)N1CCCC1CNc1cnc(-c2cccnc2)nc1Oc1ccc(CF)cc1. Reaction SMILES: [C:10]([CH3:11])([CH3:12])([CH3:13])[O:14][C:15](=[O:16])[N:17]1[CH:18]([CH2:22][NH:23][c:24]2[c:25]([O:36][c:37]3[cH:38][cH:39][c:40]([CH2:43][OH:44])[cH:41][cH:42]3)[n:26][c:27](-[c:30]3[cH:31][n:32][cH:33][cH:34][cH:35]3)[n:28][cH:29]2)[CH2:19][CH2:20][CH2:21]1.[CH2:1]([N:2]([S:3]([F:4])([F:5])[F:7])[CH2:6][CH3:8])[CH3:9].[Cl:45][CH2:46][Cl:47]>>[F:7][CH2:43][c:40]1[cH:39][cH:38][c:37]([O:36][c:25]2[c:24]([NH:23][CH2:22][CH:18]3[N:17]([C:15]([O:14][C:10]([CH3:11])([CH3:12])[CH3:13])=[O:16])[CH2:21][CH2:20][CH2:19]3)[cH:29][n:28][c:27](-[c:30]3[cH:31][n:32][cH:33][cH:34][cH:35]3)[n:26]2)[cH:42][cH:41]1. Reactants: O (water), [H-].[Al+3].[Li+].[H-].[H-].[H-] (lithium aluminum hydride), C1(=CC=CC=C1)CN(CC(=O)NC1=C(C=CC=C1)OC)CC1=CC=CC=C1 (2-[bis(phenylmethyl)amino]-N-(2-methoxyphenyl)acetamide). The solvent is C1CCOC1 (THF), O1CCCC1 (tetrahydrofuran). The product is C(C1=CC=CC=C1)N(CCNC1=C(C=CC=C1)OC)CC1=CC=CC=C1 (N,N-dibenzyl-N'-(2-methoxyphenyl)ethylenediamine). Procedure: To a stirred slurry of 11 g of lithium aluminum hydride in 250 ml anhydrous THF under nitrogen was added dropwise a solution of 43.6 g of 2-[bis(phenylmethyl)amino]-N-(2-methoxyphenyl)acetamide in 500 ml anhydrous tetrahydrofuran and stirred overnight at room temperature. After cooling to 0°, the mixture was treated cautiously in succession with 50 ml of water. The granular precipitate was separated by filtration and washed several times with methylene chloride. The filtrate was evaporated to dr... Conditions: time 8 hour. Yield: 54.4%. As a reaction SMILES: [H-].[Al+3].[Li+].[H-].[H-].[H-].[C:7]1([CH2:13][N:14]([CH2:27][C:28]2[CH:33]=[CH:32][CH:31]=[CH:30][CH:29]=2)[CH2:15][C:16]([NH:18][C:19]2[CH:24]=[CH:23][CH:22]=[CH:21][C:20]=2[O:25][CH3:26])=O)[CH:12]=[CH:11][CH:10]=[CH:9][CH:8]=1.O>C1COCC1>[CH2:27]([N:14]([CH2:13][C:7]1[CH:8]=[CH:9][CH:10]=[CH:11][CH:12]=1)[CH2:15][CH2:16][NH:18][C:19]1[CH:24]=[CH:23][CH:22]=[CH:21][C:20]=1[O:25][CH3:26])[C:28]1[CH:29]=[CH:30][CH:31]=[CH:32][CH:33]=1 |f:0.1.2.3.4.5|. The reactants are C(=O)(OCC)N1CCC(CC1)NC1=C(C=C(C=C1)Cl)N (1-carbethoxy-4-(2-amino-4-chloroanilino)-piperidine), NC(=O)N (urea), C (charcoal). Run in C1(=CC=CC=C1)C (toluene). Yields the product C(=O)(OCC)N1CCC(CC1)N1C(NC2=C1C=CC(=C2)Cl)=O (1-Carbethoxy-4-(5-chlorobenzimidazol-2-on-1-yl)piperidine). Reaction SMILES: [C:1]([N:6]1[CH2:11][CH2:10][CH:9]([NH:12][C:13]2[CH:18]=[CH:17][C:16]([Cl:19])=[CH:15][C:14]=2[NH2:20])[CH2:8][CH2:7]1)([O:3][CH2:4][CH3:5])=[O:2].N[C:22](N)=[O:23].C>C1(C)C=CC=CC=1>[C:1]([N:6]1[CH2:7][CH2:8][CH:9]([N:12]2[C:13]3[CH:18]=[CH:17][C:16]([Cl:19])=[CH:15][C:14]=3[NH:20][C:22]2=[O:23])[CH2:10][CH2:11]1)([O:3][CH2:4][CH3:5])=[O:2]. Procedure: A mixture of 24.7 g of 1-carbethoxy-4-(2-amino-4-chloroanilino)-piperidine and 7.2 g of urea was heated to 160°-180° C. for 3.5 hours. The melt was taken up in 250 ml of toluene and heated, while stirring, until everything had dissolved. The solution was clarified with active charcoal, filtered and concentrated to 50 ml. The product was precipitated with diisopropyl ether. Melting point: 160° C. Starting materials: C1CCNCC1, CS(=O)(=O)O, Cc1ccccc1, COc1ccc2c(c1)C(CO)=C2. The product is COc1ccc2c(c1)C(CN1CCCCC1)=C2. Reaction SMILES: [CH2:18]1[CH2:19][CH2:20][NH:21][CH2:22][CH2:23]1.[CH3:1][S:2]([OH:3])(=[O:4])=[O:5].[CH3:24][c:25]1[cH:26][cH:27][cH:28][cH:29][cH:30]1.[CH3:6][O:7][c:8]1[cH:9][cH:10][c:11]2[c:12]([cH:17]1)[C:13]([CH2:15][OH:16])=[CH:14]2>>[CH3:6][O:7][c:8]1[cH:9][cH:10][c:11]2[c:12]([cH:17]1)[C:13]([CH2:15][N:21]1[CH2:20][CH2:19][CH2:18][CH2:23][CH2:22]1)=[CH:14]2. The reactants are C[O-], CO, COCCOC, COc1ccc(-c2cc(Cl)nc(S(C)(=O)=O)n2)cc1OC, [Na+]. Product: COc1nc(Cl)cc(-c2ccc(OC)c(OC)c2)n1. As a reaction SMILES: [CH3:22][O-:23].[CH3:25][OH:26].[CH3:27][O:28][CH2:29][CH2:30][O:31][CH3:32].[Cl:1][c:2]1[n:3][c:4]([S:18]([CH3:19])(=[O:20])=[O:21])[n:5][c:6](-[c:8]2[cH:9][c:10]([O:16][CH3:17])[c:11]([O:14][CH3:15])[cH:12][cH:13]2)[cH:7]1.[Na+:24]>>[Cl:1][c:2]1[n:3][c:4]([O:23][CH3:22])[n:5][c:6](-[c:8]2[cH:9][c:10]([O:16][CH3:17])[c:11]([O:14][CH3:15])[cH:12][cH:13]2)[cH:7]1. Starting materials: NC1=NC(=CC(=N1)N1CCC2(C[C@H](N(C2)C(=O)OCC2=CC=CC=C2)C(=O)O)CC1)O[C@@H](C(F)(F)F)C1=C(C=C(C=C1)Br)N1N=C(C=C1)C ((S)-8-(2-amino-6-((R)-1-(4-bromo-2-(3-methyl-1H-pyrazol-1-yl)phenyl)-2,2,2-trifluoroethoxy)pyrimidin-4-yl)-2-((benzyloxy)carbonyl)-2,8-diazaspiro[4.5]decane-3-carboxylic acid), product, CC1(OB(OC1(C)C)/C=C/C(=O)OCC)C ((E)-ethyl 3-(4,4,5,5-tetramethyl-1,3,2-dioxaborolan-2-yl)acrylate), KHCO3, C(C)O (ethanol). Reagents/catalysts: Cl[Pd]([P](C1=CC=CC=C1)(C2=CC=CC=C2)C3=CC=CC=C3)([P](C4=CC=CC=C4)(C5=CC=CC=C5)C6=CC=CC=C6)Cl (PdCl2(PPh3)2). Conditions: temperature 80 celsius. Product: NC1=NC(=CC(=N1)N1CCC2(C[C@H](N(C2)C(=O)OC\C(=C\C=C/C)\C=C)C(=O)O)CC1)O[C@@H](C(F)(F)F)C1=C(C=C(C=C1)\C=C\C(=O)OCC)N1N=C(C=C1)C ((S)-8-(2-amino-6-((R)-1-(4-((E)-3-ethoxy-3-oxoprop-1-en-1-yl)-2-(3-methyl-1H-pyrazol-1-yl)phenyl)-2,2,2-trifluoroethoxy)pyrimidin-4-yl)-2-((((2E,4Z)-2-vinylhexa-2,4-dien-1-yl)oxy)carbonyl)-2,8-diazaspiro[4.5]decane-3-carboxylic acid). RXN SMILES: [NH2:1][C:2]1[N:7]=[C:6]([N:8]2[CH2:30][CH2:29][C:11]3([CH2:15][N:14]([C:16]([O:18][CH2:19][C:20]4[CH:25]=[CH:24][CH:23]=[CH:22][CH:21]=4)=[O:17])[C@H:13]([C:26]([OH:28])=[O:27])[CH2:12]3)[CH2:10][CH2:9]2)[CH:5]=[C:4]([O:31][C@H:32]([C:37]2[CH:42]=[CH:41][C:40](Br)=[CH:39][C:38]=2[N:44]2[CH:48]=[CH:47][C:46]([CH3:49])=[N:45]2)[C:33]([F:36])([F:35])[F:34])[N:3]=1.CC1(C)C(C)(C)OB(/[CH:58]=[CH:59]/[C:60]([O:62][CH2:63][CH3:64])=[O:61])O1.[CH2:66](O)C>Cl[Pd](Cl)([P](C1C=CC=CC=1)(C1C=CC=CC=1)C1C=CC=CC=1)[P](C1C=CC=CC=1)(C1C=CC=CC=1)C1C=CC=CC=1>[NH2:1][C:2]1[N:7]=[C:6]([N:8]2[CH2:30][CH2:29][C:11]3([CH2:15][N:14]([C:16]([O:18][CH2:19]/[C:20](/[CH:25]=[CH2:66])=[CH:21]/[CH:22]=[CH:23]\[CH3:24])=[O:17])[C@H:13]([C:26]([OH:28])=[O:27])[CH2:12]3)[CH2:10][CH2:9]2)[CH:5]=[C:4]([O:31][C@H:32]([C:37]2[CH:42]=[CH:41][C:40](/[CH:58]=[CH:59]/[C:60]([O:62][CH2:63][CH3:64])=[O:61])=[CH:39][C:38]=2[N:44]2[CH:48]=[CH:47][C:46]([CH3:49])=[N:45]2)[C:33]([F:35])([F:34])[F:36])[N:3]=1 |^1:71,90|. Procedure: To a solution of (S)-8-(2-amino-6-((R)-1-(4-bromo-2-(3-methyl-1H-pyrazol-1-yl)phenyl)-2,2,2-trifluoroethoxy)pyrimidin-4-yl)-2-((benzyloxy)carbonyl)-2,8-diazaspiro[4.5]decane-3-carboxylic acid (product of Step 3, Example 10m) (240 mg, 0.33 mmol) in ethanol (8 mL) was added (E)-ethyl 3-(4,4,5,5-tetramethyl-1,3,2-dioxaborolan-2-yl)acrylate (110 mg, 0.49 mmol), PdCl2(PPh3)2 (20 mg, 0.049 mmol) and KHCO3 (170 mg, 0.05 mmol). The reaction was heated to 80° C. for 2 h, cooled to RT, and filtered. The s...